Dataset: the Open Reaction Database (ORD), a public repository of structured organic reaction records. Task: describe an organic reaction: reactants, conditions, products, and yield Starting materials: CO, CCCS(=O)(=O)Nc1ccc(Cl)c(C(=O)O)c1F, [OH-], [OH-], [Pd+2]. Yields the product CCCS(=O)(=O)Nc1cccc(C(=O)O)c1F. As a reaction SMILES: [CH3:19][OH:20].[Cl:1][c:2]1[cH:3][cH:4][c:5]([NH:12][S:13](=[O:14])(=[O:15])[CH2:16][CH2:17][CH3:18])[c:6]([F:11])[c:7]1[C:8](=[O:9])[OH:10].[OH-:21].[OH-:23].[Pd+2:22]>>[cH:2]1[cH:3][cH:4][c:5]([NH:12][S:13](=[O:14])(=[O:15])[CH2:16][CH2:17][CH3:18])[c:6]([F:11])[c:7]1[C:8](=[O:9])[OH:10]. The product is CC=1C=C(C(=O)N2[C@H](C[C@H](CC2)N2CCC(CC2)N2C(N(C3=C2C=CC=C3)C(CC)=O)=O)CC3=CC=CC=C3)C=C(C1)C ((±)-cis-1[1-[1-(3,5-dimethylbenzoyl)-2-(phenyl-methyl)-4-piperidinyl]-4-piperidinyl]-1,3-dihydro-3-(1-oxopropyl)-2H-benzimidazol-2-one). Reaction SMILES: [C:1](Cl)(=[O:4])[CH2:2][CH3:3].[O:6]=[C:7]1[N:11]([CH:12]2[CH2:17][CH2:16][N:15]([C@H:18]3[CH2:23][CH2:22][N:21]([C:24](=[O:33])[C:25]4[CH:30]=[C:29]([CH3:31])[CH:28]=[C:27]([CH3:32])[CH:26]=4)[C@@H:20]([CH2:34][C:35]4[CH:40]=[CH:39][CH:38]=[CH:37][CH:36]=4)[CH2:19]3)[CH2:14][CH2:13]2)[C:10]2[CH:41]=[CH:42][CH:43]=[CH:44][C:9]=2[NH:8]1>>[CH3:31][C:29]1[CH:30]=[C:25]([CH:26]=[C:27]([CH3:32])[CH:28]=1)[C:24]([N:21]1[CH2:22][CH2:23][C@H:18]([N:15]2[CH2:14][CH2:13][CH:12]([N:11]3[C:10]4[CH:41]=[CH:42][CH:43]=[CH:44][C:9]=4[N:8]([C:1](=[O:4])[CH2:2][CH3:3])[C:7]3=[O:6])[CH2:17][CH2:16]2)[CH2:19][C@@H:20]1[CH2:34][C:35]1[CH:40]=[CH:39][CH:38]=[CH:37][CH:36]=1)=[O:33]. Procedure details: Using the same reaction procedure as described in example B6, propionyl chloride was reacted with (±)-cis-4-[4-(2,3-dihydro-2-oxo-1H-benzimidazol-1-yl)-1-piperidinyl]-1-(3,5-dimethylbenzoyl)-2-(phenylmethyl)piperidine to form (±)-cis-1[1-[1-(3,5-dimethylbenzoyl)-2-(phenyl-methyl)-4-piperidinyl]-4-piperidinyl]-1,3-dihydro-3-(1-oxopropyl)-2H-benzimidazol-2-one (compound 34). Starting materials: C(CC)(=O)Cl (propionyl chloride), O=C1NC2=C(N1C1CCN(CC1)[C@@H]1C[C@@H](N(CC1)C(C1=CC(=CC(=C1)C)C)=O)CC1=CC=CC=C1)C=CC=C2 ((±)-cis-4-[4-(2,3-dihydro-2-oxo-1H-benzimidazol-1-yl)-1-piperidinyl]-1-(3,5-dimethylbenzoyl)-2-(phenylmethyl)piperidine).